Dataset: the Open Reaction Database (ORD), a public repository of structured organic reaction records. Task: describe an organic reaction: reactants, conditions, products, and yield Starting materials: COc1ccc2cc(C(O)c3cn(C(c4ccccc4)(c4ccccc4)c4ccccc4)cn3)ccc2c1, ClC(Cl)Cl. Product: COc1ccc2cc(C(=O)c3cn(C(c4ccccc4)(c4ccccc4)c4ccccc4)cn3)ccc2c1. As a reaction SMILES: [CH3:1][O:2][c:3]1[cH:4][c:5]2[cH:6][cH:7][c:8]([CH:13]([OH:14])[c:15]3[n:16][cH:17][n:18]([C:20]([c:21]4[cH:22][cH:23][cH:24][cH:25][cH:26]4)([c:27]4[cH:28][cH:29][cH:30][cH:31][cH:32]4)[c:33]4[cH:34][cH:35][cH:36][cH:37][cH:38]4)[cH:19]3)[cH:9][c:10]2[cH:11][cH:12]1.[CH:39]([Cl:40])([Cl:41])[Cl:42]>>[CH3:1][O:2][c:3]1[cH:4][c:5]2[cH:6][cH:7][c:8]([C:13](=[O:14])[c:15]3[n:16][cH:17][n:18]([C:20]([c:21]4[cH:22][cH:23][cH:24][cH:25][cH:26]4)([c:27]4[cH:28][cH:29][cH:30][cH:31][cH:32]4)[c:33]4[cH:34][cH:35][cH:36][cH:37][cH:38]4)[cH:19]3)[cH:9][c:10]2[cH:11][cH:12]1. Reactants: O (Water), BrCCBr (1,2-Dibromoethane), ClC1=CC(=C(NC2=NC=NC3=CC(=C(C=C23)OC)O)C=C1)F (4-(4-chloro-2-fluoroanilino)-7-hydroxy-6-methoxyquinazoline), CN(C)C=O (DMF), C([O-])([O-])=O.[K+].[K+] (potassium carbonate). Reaction conditions: time 18 hour. The product is BrCCOC1=CC=C2C(=NC=NC2=C1)OCNC1=C(C=C(C=C1)Cl)F (7-(2-bromoethoxy)-4-(4-chloro-2-fluoroanilino) methoxyquinazoline). Yield: 54.0%. Reaction SMILES: [Br:1][CH2:2][CH2:3]Br.[Cl:5][C:6]1[CH:25]=[CH:24][C:9]([NH:10][C:11]2C3C(=CC(O)=C(OC)C=3)N=CN=2)=[C:8]([F:26])[CH:7]=1.[C:27](=[O:30])([O-])[O-].[K+].[K+].O.C[N:35]([CH:37]=[O:38])[CH3:36]>>[Br:1][CH2:2][CH2:3][O:30][C:27]1[CH:24]=[C:9]2[C:8]([C:37]([O:38][CH2:11][NH:10][C:9]3[CH:24]=[CH:25][C:6]([Cl:5])=[CH:7][C:8]=3[F:26])=[N:35][CH:36]=[N:10]2)=[CH:7][CH:6]=1 |f:2.3.4|. Procedure details: 1,2-Dibromoethane (5.4 ml, 62 mmol) was added to a mixture of 4-(4-chloro-2-fluoroanilino)-7-hydroxy-6-methoxyquinazoline (5 g, 15.6 mmol), (prepared as described for the starting material in Example 2), and potassium carbonate (8.6 g, 62 mmol) in DMF (50 ml) and the mixture stirred for 18 hours at ambient temperature. Water was added and the resulting precipitate was collected by filtration. The solid was purified by chromatography on neutral alumina eluting with methylene chloride/methanol (95... Reported procedure: The resulting 4-(benzoylmethyl)-1-(N-nitrosocyanomethylamino)piperazine was dissolved in 10 ml of methanol. In the solution was added 12 ml of 10% methanolic hydrochloric acid, and the mixture was reacted at 5° C. overnight. The reaction mixture was concentrated under reduced pressure, and the residue was recrystallized from methanol-ether to give 1.8 g (yield 81.8%) of 3-[4- (benzoylmethyl)piperazin-1-yl]sydnonimine dihydrochloride having a melting point of 182° to 184° C. (decomp.). Yield: 81.8%. Reactants: C(C1=CC=CC=C1)(=O)CN1CCN(CC1)N(N=O)CC#N (4-(benzoylmethyl)-1-(N-nitrosocyanomethylamino)piperazine), Cl (hydrochloric acid). Run in CO (methanol). As a reaction SMILES: [C:1]([CH2:9][N:10]1[CH2:15][CH2:14][N:13]([N:16]([CH2:19][C:20]#[N:21])[N:17]=[O:18])[CH2:12][CH2:11]1)(=[O:8])[C:2]1[CH:7]=[CH:6][CH:5]=[CH:4][CH:3]=1.[ClH:22]>CO>[ClH:22].[ClH:22].[C:1]([CH2:9][N:10]1[CH2:11][CH2:12][N:13]([N+:16]2[N-:17][O:18][C:20](=[NH:21])[CH:19]=2)[CH2:14][CH2:15]1)(=[O:8])[C:2]1[CH:7]=[CH:6][CH:5]=[CH:4][CH:3]=1 |f:3.4.5|. Product: Cl.Cl.C(C1=CC=CC=C1)(=O)CN1CCN(CC1)[N+]=1[N-]OC(C1)=N (3-[4- (benzoylmethyl)piperazin-1-yl]sydnonimine dihydrochloride).